This data is from the Open Reaction Database (ORD), a public repository of structured organic reaction records. The task is: describe an organic reaction: reactants, conditions, products, and yield Starting materials: N1=C(C=CC=C1)CCCO (2-pyridinepropanol), BrCCCCCCBr (1,6-dibromohexane), [OH-].[Na+] (sodium hydroxide). Run in O (Water). Run at time 5 hour. The product is BrCCCCCCOCCCC1=NC=CC=C1 (2-[3-[(6-Bromohexyl)oxy]propyl]pyridine). RXN SMILES: [N:1]1[CH:6]=[CH:5][CH:4]=[CH:3][C:2]=1[CH2:7][CH2:8][CH2:9][OH:10].[Br:11][CH2:12][CH2:13][CH2:14][CH2:15][CH2:16][CH2:17]Br.[OH-].[Na+]>O>[Br:11][CH2:12][CH2:13][CH2:14][CH2:15][CH2:16][CH2:17][O:10][CH2:9][CH2:8][CH2:7][C:2]1[CH:3]=[CH:4][CH:5]=[CH:6][N:1]=1 |f:2.3|. Procedure details: A mixture of 2-pyridinepropanol (15.8 g), 1,6-dibromohexane (60 ml), 50% (w/v) sodium hydroxide (60 ml) and TAB (1.5 g) was stirred at room temperature for 5 h. Water (200 ml) was added and the mixture was extracted with ether (2×200 ml). The organic extracts were washed with water and brine, dried and concentrated to an oil which was purified by FCC eluting with hexane→hexane-ether (1:1) to give the title compound as a colourless oil (18.1 g), t.l.c. (hexane-ether 1:1) Rf 0.19. The reactants are N(=[N+]=[N-])CC=1C=C2C=CN=C(C2=CC1)NC(C1=CC=CC=C1)=O (N-[6-(azidomethyl)-1-isoquinolinyl]benzamide), CN(C=O)C (N,N-dimethylformamide). Reagents/catalysts: [Pd] (palladium/calcium carbonate). The solvent is C(C)O (ethanol). Product: NCC=1C=C2C=CN=C(C2=CC1)NC(C1=CC=CC=C1)=O (N-[6-(aminomethyl)-1-isoquinolinyl]benzamide). RXN SMILES: [N:1]([CH2:4][C:5]1[CH:6]=[C:7]2[C:12](=[CH:13][CH:14]=1)[C:11]([NH:15][C:16](=[O:23])[C:17]1[CH:22]=[CH:21][CH:20]=[CH:19][CH:18]=1)=[N:10][CH:9]=[CH:8]2)=[N+]=[N-].CN(C)C=O>C(O)C.[Pd]>[NH2:1][CH2:4][C:5]1[CH:6]=[C:7]2[C:12](=[CH:13][CH:14]=1)[C:11]([NH:15][C:16](=[O:23])[C:17]1[CH:18]=[CH:19][CH:20]=[CH:21][CH:22]=1)=[N:10][CH:9]=[CH:8]2. Procedure: A solution of 6.4 g of N-[6-(azidomethyl)-1-isoquinolinyl]benzamide in 300 mL of ethanol and 60 mL of N,N-dimethylformamide containing 3.8 g of 5% palladium/calcium carbonate was hydrogenated for 20 hours. Filtration and concentration i. vac. yielded the title compound as an oil. MS (m/e)=277. Starting materials: S(=O)(Cl)Cl (thionyl chloride), C(C1=CC=CC=C1)OC1=CC(=NC=C1)CO ([4-(benzyloxy)pyridin-2-yl]methanol), C([O-])([O-])=O.[Na+].[Na+] (sodium carbonate). Solvent: ClCCl (dichloromethane). Conditions: time 18 hour. Product: C(C1=CC=CC=C1)OC1=CC(=NC=C1)CCl (4-(Benzyloxy)-2-(chloromethyl)pyridine). Reaction SMILES: S(Cl)([Cl:3])=O.[CH2:5]([O:12][C:13]1[CH:18]=[CH:17][N:16]=[C:15]([CH2:19]O)[CH:14]=1)[C:6]1[CH:11]=[CH:10][CH:9]=[CH:8][CH:7]=1.C(=O)([O-])[O-].[Na+].[Na+]>ClCCl>[CH2:5]([O:12][C:13]1[CH:18]=[CH:17][N:16]=[C:15]([CH2:19][Cl:3])[CH:14]=1)[C:6]1[CH:11]=[CH:10][CH:9]=[CH:8][CH:7]=1 |f:2.3.4|. Procedure: 1.76 ml (24.16 mmol) of thionyl chloride are added to 2 g (9.29 mmol) of [4-(benzyloxy)pyridin-2-yl]methanol [described in J. Org. Chem., (1996), 61(8), 2624] in 46 ml of dichloromethane. The reaction medium is stirred at ambient temperature for 18 hours and then concentrated under reduced pressure. The residue obtained is taken up in a saturated aqueous sodium carbonate solution and then extracted with dichloromethane. The organic phase is dried over sodium sulfate and then concentrated under r... The reactants are N (Ammonia), CN(CCS(=O)(=O)Cl)C (2-(Dimethylamino)ethanesulfonyl chloride), N (ammonia). Solvent: C1CCOC1 (THF). Yields the product CN(CCS(=O)(=O)N)C (2-(Dimethylamino)ethanesulfonamide). As a reaction SMILES: [NH3:1].[CH3:2][N:3]([CH3:10])[CH2:4][CH2:5][S:6](Cl)(=[O:8])=[O:7]>C1COCC1>[CH3:2][N:3]([CH3:10])[CH2:4][CH2:5][S:6]([NH2:1])(=[O:8])=[O:7]. Procedure: Ammonia was cautiously added to a cooled solution of the subtitle product of step ii) in THF (50 ml) and stirring maintained until all of the ammonia had evaporated before filtering off the product as a white solid. Yield: 0.88 g. The reactants are Cl.OC(C(OCC)=N)C1=C(C=CC=C1)C (ethyl 1-hydroxy-1-(2-methylphenyl)methanecarboximidate hydrochloride), O1CCCC1 (tetrahydrofuran). The solvent is C1(=CC=CC=C1)C (toluene). Yields the product CC1=C(C=CC=C1)C1C(NC(O1)=O)=O (5-(2-Methylphenyl)oxazolidine-2,4-dione). As a reaction SMILES: Cl.[OH:2][CH:3]([C:9]1[CH:14]=[CH:13][CH:12]=[CH:11][C:10]=1[CH3:15])[C:4](=[NH:8])[O:5]CC.[O:16]1CCC[CH2:17]1>C1(C)C=CC=CC=1>[CH3:15][C:10]1[CH:11]=[CH:12][CH:13]=[CH:14][C:9]=1[CH:3]1[O:2][C:17](=[O:16])[NH:5][C:4]1=[O:8] |f:0.1|. Procedure: By the procedure of Example 3, ethyl 1-hydroxy-1-(2-methylphenyl)methanecarboximidate hydrochloride (14.4 g.) in 500 ml. of tetrahydrofuran was converted to toluene recrystallized 5-(2-methylphenyl)oxazolidine-2,4-dione (9.1 g., 77%, m.p. 111°-113° C., m/e 191). Reactants: ClC1=CC=C(C=C1)C1=NOC(=C1C(=O)O)C (3-(4-chlorophenyl)-5-methylisoxazol-4-carboxylic acid), S(=O)(Cl)Cl (thionyl chloride), CNC (dimethyl amine). Reaction conditions: temperature 60 celsius, time 30 minute. Product: ClC1=CC=C(C=C1)C1=NOC(=C1C(=O)N(C)C)C (3-(4-Chlorophenyl)-N,N,5-trimethylisoxazole-4-carboxamide). Isolated yield 23.6%. RXN SMILES: [Cl:1][C:2]1[CH:7]=[CH:6][C:5]([C:8]2[C:12]([C:13](O)=[O:14])=[C:11]([CH3:16])[O:10][N:9]=2)=[CH:4][CH:3]=1.S(Cl)(Cl)=O.[CH3:21][NH:22][CH3:23]>>[Cl:1][C:2]1[CH:7]=[CH:6][C:5]([C:8]2[C:12]([C:13]([N:22]([CH3:23])[CH3:21])=[O:14])=[C:11]([CH3:16])[O:10][N:9]=2)=[CH:4][CH:3]=1. Procedure details: To 3-(4-chlorophenyl)-5-methylisoxazol-4-carboxylic acid (25 mg, 0.10 mmol) was added thionyl chloride (1 mL) and the neat solution allowed to stir 60° C. After 30 min, excess thionyl chloride was evaporated and dimethyl amine (40 μL, 0.08 mmol, 2 M in THF) was added and allowed to stir overnight at ambient temperature. The residue was purified using reversed phase HPLC to afford the title compound (5 mg). HRMS (ESI, pos. ion) m/z calcd for C13H13ClN2O2: 264.0666, found 264.0671. Starting materials: ClC1=NC=NC2=CC(=CC=C12)F (4-chloro-7-fluoroquinazoline), NC=1C=C2C=CNC2=CC1 (5-aminoindole). Yields the product Cl.FC1=CC=C2C(=NC=NC2=C1)NC=1C=C2C=CNC2=CC1 (7-fluoro-4-(5-indolylamino)quinazoline hydrochloride). Isolated yield 65.0%. RXN SMILES: [Cl:1][C:2]1[C:11]2[C:6](=[CH:7][C:8]([F:12])=[CH:9][CH:10]=2)[N:5]=[CH:4][N:3]=1.[NH2:13][C:14]1[CH:15]=[C:16]2[C:20](=[CH:21][CH:22]=1)[NH:19][CH:18]=[CH:17]2>>[ClH:1].[F:12][C:8]1[CH:7]=[C:6]2[C:11]([C:2]([NH:13][C:14]3[CH:15]=[C:16]4[C:20](=[CH:21][CH:22]=3)[NH:19][CH:18]=[CH:17]4)=[N:3][CH:4]=[N:5]2)=[CH:10][CH:9]=1 |f:2.3|. Reported procedure: Using an analogous procedure to that described in Example 5, 4-chloro-7-fluoroquinazoline was reacted with 5-aminoindole to give 7-fluoro-4-(5-indolylamino)quinazoline hydrochloride in 65% yield; Starting materials: Cp2Ti(CH3)2, C1CCOC1 (THF), [Cl-].[Cl-].[CH-]1C=CC=C1.[CH-]1C=CC=C1.[Ti+2] (titanocene dichloride), Cp2Ti(CH3)2, [CH-]1C=CC=C1.[CH-]1C=CC=C1.Cl[Ti]Cl (Cp2TiCl2), [CH-]1C=CC=C1.[CH-]1C=CC=C1.Cl[Ti]Cl (Cp2TiCl2), C[Mg]Cl (methyl magnesium chloride), [CH-]1C=CC=C1.[CH-]1C=CC=C1.Cl[Ti]Cl (Cp2TiCl2), Cp2TiCl(CH3). The solvent is C1(=CC=CC=C1)C (toluene). Reaction conditions: temperature 2.5 celsius, time 1 hour. Product: C[C-]1C=CC=C1.[C-]1(C=CC=C1)C.[Ti+2] (Dimethyl Titanocene). RXN SMILES: [Cl-].[Cl-].[CH-:3]1[CH:7]=[CH:6][CH:5]=[CH:4]1.[CH-:8]1[CH:12]=[CH:11][CH:10]=[CH:9]1.[Ti+2:13].[CH3:14][Mg]Cl.C1COCC1>C1(C)C=CC=CC=1>[CH3:8][C-:3]1[CH:7]=[CH:6][CH:5]=[CH:4]1.[C-:8]1([CH3:14])[CH:12]=[CH:11][CH:10]=[CH:9]1.[Ti+2:13] |f:0.1.2.3.4,8.9.10|. Procedure details: To a well stirred slurry of titanocene dichloride (Cp2TiCl2) (249 g, 1.00 mol) in toluene (2.75 L) chilled to −5° C. (internal temp) was added methyl magnesium chloride (CH3MgCl) (750 mL, 3.0M in THF, 2.25 mol) over 1 h, maintaining the temperature below 8° C. The resulting orange slurry is aged at 0-5° C. for 1 h, or until the insoluble purple Cp2TiCl2 has dissolved. A NMR was taken to confirm reaction completion (see below), then the reaction was quenched into a solution of 6% aqueous ammonium... Starting materials: C1=CC=CC=2SC3=C(C21)C=CC=C3 (dibenzothiophene), C(C(=C)C)(=O)Cl (methacryloyl chloride). The product is CC1C(C=2C=CC3=C(C4=C(S3)C=CC=C4)C2C1)=O (2-methyl-1,2-dihydrobenzo[b]indeno[4,5-d]thiophen-3-one). Isolated yield 66.0%. Reaction SMILES: [CH:1]1[C:9]2[C:8]3[CH:10]=[CH:11][CH:12]=[CH:13][C:7]=3[S:6][C:5]=2[CH:4]=[CH:3][CH:2]=1.[C:14](Cl)(=[O:18])[C:15]([CH3:17])=[CH2:16]>>[CH3:16][CH:15]1[CH2:17][C:10]2[C:8]3[C:9]4[CH:1]=[CH:2][CH:3]=[CH:4][C:5]=4[S:6][C:7]=3[CH:13]=[CH:12][C:11]=2[C:14]1=[O:18]. Reported procedure: For the synthesis of the compounds according to the invention, the operation started with 2-methyl indan-1-one and, in a three-step method, the desired 2-methyl indene was obtained in a yield of over 60%. As emerges from the diagram, m-xylene (1) is converted in a first step with methacryloyl chloride. The purified indanone (2) is obtained after cleaning by distillation and Friedel-Crafts alkylation in a yield of 66%. The reduction of the indanone (2) is implemented with NaBH4. The indene (3) is... Reactants: NC=1C=C2C=C(C=NC2=C(C1)C)Br (6-Amino-3-bromo-8-methylquinoline), [OH-].[Na+] (sodium hydroxide). Solvent: O (water), O (water), P(O)(O)(O)=O (phosphoric acid). Reaction conditions: temperature 180 celsius. The product is BrC=1C=NC2=C(C=C(C=C2C1)O)C (3-bromo-6-hydroxy-8-methylquinoline). RXN SMILES: N[C:2]1[CH:3]=[C:4]2[C:9](=[C:10]([CH3:12])[CH:11]=1)[N:8]=[CH:7][C:6]([Br:13])=[CH:5]2.[OH-:14].[Na+]>O.P(=O)(O)(O)O>[Br:13][C:6]1[CH:7]=[N:8][C:9]2[C:4]([CH:5]=1)=[CH:3][C:2]([OH:14])=[CH:11][C:10]=2[CH3:12] |f:1.2|. Procedure: 6-Amino-3-bromo-8-methylquinoline (12 g) was suspended in a mixture of water (5 ml) and phosphoric acid (60 ml) and heated in a sealed glass tube to 180° C. for 3 days. The mixture was cooled to ambient temperature, diluted with water then taken to pH 3-4 with aqueous (2M) sodium hydroxide. The precipitate formed was filtered from solution, washed with cold water and sucked to dryness to give 3-bromo-6-hydroxy-8-methylquinoline, 11.0 g, as a grey solid.